The task is: describe an organic reaction: reactants, conditions, products, and yield. This data is from the Open Reaction Database (ORD), a public repository of structured organic reaction records. Reactants: NCC(=O)N[C@@H](CCCNC(N)=N)C(=O)NC1=CC=C([N+](=O)[O-])C=C1 (H-Gly-L-Arg-pNA), 2H-TFA, N([C@H](CC(C)C)C(=O)O)C(=O)OC(C)(C)C (Boc-D-Leu-OH), CCN(C(C)C)C(C)C (DIEA), ( iv ). Solvent: CN(C)C=O (DMF). Conditions: time 2 hour. The product is N[C@H](CC(C)C)C(=O)NCC(=O)N[C@@H](CCCNC(N)=N)C(=O)NC1=CC=C([N+](=O)[O-])C=C1 (D-Leu-Gly-L-Arg-pNA). Yield: 107.6%. Reaction SMILES: [NH2:1][CH2:2][C:3]([NH:5][C@H:6]([C:14]([NH:16][C:17]1[CH:25]=[CH:24][C:20]([N+:21]([O-:23])=[O:22])=[CH:19][CH:18]=1)=[O:15])[CH2:7][CH2:8][CH2:9][NH:10][C:11](=[NH:13])[NH2:12])=[O:4].[NH:26](C(OC(C)(C)C)=O)[C@@H:27]([C:32](O)=[O:33])[CH2:28][CH:29]([CH3:31])[CH3:30].CCN(C(C)C)C(C)C>CN(C=O)C>[NH2:26][C@@H:27]([C:32]([NH:1][CH2:2][C:3]([NH:5][C@H:6]([C:14]([NH:16][C:17]1[CH:18]=[CH:19][C:20]([N+:21]([O-:23])=[O:22])=[CH:24][CH:25]=1)=[O:15])[CH2:7][CH2:8][CH2:9][NH:10][C:11](=[NH:12])[NH2:13])=[O:4])=[O:33])[CH2:28][CH:29]([CH3:31])[CH3:30]. Procedure details: Following the procedures of Preparation Ic, a reaction mixture comprising (i) 910 mg (1.57 mmol) of H-Gly-L-Arg-pNA.2H-TFA, (ii) 363 mg (1.57 mmol) of Boc-D-Leu-OH, (iii) 1.2 ml of DIEA and (iv) 695 mg (1.57 mmol) of Bop is reacted in DMF and the reaction mixture is kept at RT for 2 h, with stirring. After evaporation to dryness under vacuum, the evaporation residue is chromatographed on silica gel using a CHCl3 /MeOH/AcOH gradient (20/3/1 to 10/3/1 v/v) as the eluent. The homogeneous fractions ... Starting materials: Cl (HCl), C(CCC)[Li] (n-Butyllithium), BrC1=C(C=C(C=C1)OCC)Cl (l-bromo-2-chloro-4-ethoxybenzene), COB(OC)OC (trimethylborate). Solvent: C1CCOC1 (THF). The product is ClC1=C(C=CC(=C1)OCC)B(O)O ((2-Chloro-4-ethoxyphenyl)boronic acid). RXN SMILES: C([Li])CCC.Br[C:7]1[CH:12]=[CH:11][C:10]([O:13][CH2:14][CH3:15])=[CH:9][C:8]=1[Cl:16].C[O:18][B:19](OC)[O:20]C.Cl>C1COCC1>[Cl:16][C:8]1[CH:9]=[C:10]([O:13][CH2:14][CH3:15])[CH:11]=[CH:12][C:7]=1[B:19]([OH:20])[OH:18]. Procedure details: n-Butyllithium (1.6 M solution in hexanes, 23.5 mmol, 14.7 mL) was added to l-bromo-2-chloro-4-ethoxybenzene (19.5 mmol, 4.59 g) in THF (120 mL) at −78° C. under an atmosphere of nitrogen. After stirring for thirty minutes the trimethylborate (76.6 mmol, 8.7 mL) was added over twenty minutes. The reaction was allowed to warm to room temperature overnight while stirring. The solution was then acidified with HCl (3 M, 200 mL), and extracted into EtOAc. The EtOAc was then extracted with NaOH (1 N, ... The reactants are O1C(CCCC1)N1N=C(N=C1)C(C)=O (1-[1-(oxan-2-yl)-1,2,4-triazol-3-yl]ethanone), C(#C)C1=CC=C2C(=NN(C2=C1)C1=NC(=NC=C1)N)C (4-(6-ethynyl-3-methylindazol-1-yl)pyrimidin-2-amine), [Li+].CC(C)[N-]C(C)C (LDA). Run in C1CCOC1 (THF), C1CCOC1 (THF). Run at time 5 minute. Yields the product NC1=NC=CC(=N1)N1N=C(C2=CC=C(C=C12)C#CC(C)(O)C1=NN(C=N1)C1OCCCC1)C (4-[1-(2-aminopyrimidin-4-yl)-3-methylindazol-6-yl]-2-[1-(oxan-2-yl)-1,2,4-triazol-3-yl]but-3-yn-2-ol). RXN SMILES: [C:1]([C:3]1[CH:11]=[C:10]2[C:6]([C:7]([CH3:19])=[N:8][N:9]2[C:12]2[CH:17]=[CH:16][N:15]=[C:14]([NH2:18])[N:13]=2)=[CH:5][CH:4]=1)#[CH:2].[Li+].CC([N-]C(C)C)C.[O:28]1[CH2:33][CH2:32][CH2:31][CH2:30][CH:29]1[N:34]1[CH:38]=[N:37][C:36]([C:39](=[O:41])[CH3:40])=[N:35]1>C1COCC1>[NH2:18][C:14]1[N:13]=[C:12]([N:9]2[C:10]3[C:6](=[CH:5][CH:4]=[C:3]([C:1]#[C:2][C:39]([C:36]4[N:37]=[CH:38][N:34]([CH:29]5[CH2:30][CH2:31][CH2:32][CH2:33][O:28]5)[N:35]=4)([OH:41])[CH3:40])[CH:11]=3)[C:7]([CH3:19])=[N:8]2)[CH:17]=[CH:16][N:15]=1 |f:1.2|. Reported procedure: To a solution of 4-(6-ethynyl-3-methylindazol-1-yl)pyrimidin-2-amine (90 mg, 0.36 mmol) in dry THF (1.5 mL) at −78° C. under an atmosphere of nitrogen was added 2M LDA in THF (0.45 mL, 0.903 mmol). After 5 minutes, 1-[1-(oxan-2-yl)-1,2,4-triazol-3-yl]ethanone (211.45 mg in 1.5 mL dry THF, 1.08 mmol) was added. After 20 minutes the mixture was allowed to warm up to RT, then stirred for a further 30 minutes. The reaction mixture was quenched by addition of saturated aqueous NH4Cl (0.5 mL). The vol... Reactants: COCC(COC)N1C=C(C(C2=CC(=CC=C12)I)=O)C(=O)OCC (Ethyl 1-(1,3-dimethoxypropan-2-yl)-6-iodo-4-oxo-1,4-dihydroquinoline-3-carboxylate), COCC(COC)N1C=C(C(C2=CC(=CC=C12)I)=O)C(=O)OCC (Ethyl 1-(1,3-dimethoxypropan-2-yl)-6-iodo-4-oxo-1,4-dihydroquinoline-3-carboxylate), [OH-].[Li+] (Lithium hydroxide). The solvent is O (water), O1CCCC1 (tetrahydrofuran). Conditions: time 10 minute. Product: COCC(COC)N1C=C(C(C2=CC(=CC=C12)I)=O)C(=O)O (1-(1,3-dimethoxypropan -2-yl)-6-iodo-4-oxo-1,4-dihydroquinoline-3-carboxylic acid). Isolated yield 73.9%. Reaction SMILES: [CH3:1][O:2][CH2:3][CH:4]([N:8]1[C:17]2[C:12](=[CH:13][C:14]([I:18])=[CH:15][CH:16]=2)[C:11](=[O:19])[C:10]([C:20]([O:22]CC)=[O:21])=[CH:9]1)[CH2:5][O:6][CH3:7].[OH-].[Li+]>O1CCCC1.O>[CH3:1][O:2][CH2:3][CH:4]([N:8]1[C:17]2[C:12](=[CH:13][C:14]([I:18])=[CH:15][CH:16]=2)[C:11](=[O:19])[C:10]([C:20]([OH:22])=[O:21])=[CH:9]1)[CH2:5][O:6][CH3:7] |f:1.2|. Procedure: Ethyl 1-(1,3-dimethoxypropan-2-yl)-6-iodo-4-oxo-1,4-dihydroquinoline-3-carboxylate (Intermediate 22, 270 mg, 0.60 mmol) was dissolved in tetrahydrofuran (20 mL) and water (5 mL). Lithium hydroxide (56 mg, 2.42 mmol) was added and the mixture was stirred for 10 min at room temperature. The reaction mixture was then refluxed at 80° C. for 1 h. The reaction mixture was concentrated under reduced pressure and water (10 mL) was added. The pH was adjusted to 2 with hydrochloric acid (2N) and the solid... Reactants: BrC=1C(C2=C(NC(C1O)=O)C=C(C=C2)Cl)=O (4-Bromo-8-chloro-3-hydroxy-2,5-dioxo-2,5-dihydro-1H-benz[b]azepine), C1(=CC=CC=C1)[Sn](C)(C)C (phenyltrimethylstannane). Run in ether-tetrahydrofuran, C1CCOC1 (THF). The product is ClC=1C=CC2=C(NC(C(=C(C2=O)C2=CC=CC=C2)O)=O)C1 (8-Chloro-3-hydroxy-4-phenyl-1H-benzo(b)azepine-2,5-dione). The yield is 58.0%. Reaction SMILES: Br[C:2]1[C:3](=[O:16])[C:4]2[CH:14]=[CH:13][C:12]([Cl:15])=[CH:11][C:5]=2[NH:6][C:7](=[O:10])[C:8]=1[OH:9].[C:17]1([Sn](C)(C)C)[CH:22]=[CH:21][CH:20]=[CH:19][CH:18]=1>C1COCC1>[Cl:15][C:12]1[CH:13]=[CH:14][C:4]2[C:3](=[O:16])[C:2]([C:17]3[CH:22]=[CH:21][CH:20]=[CH:19][CH:18]=3)=[C:8]([OH:9])[C:7](=[O:10])[NH:6][C:5]=2[CH:11]=1. Procedure details: To a solution of 4-Bromo-8-chloro-3-hydroxy-2,5-dioxo-2,5-dihydro-1H-benz[b]azepine (400 mg) in THF (10 mL) was added phenyltrimethylstannane (600 mg) and trans-Benzyl(chloro)bis (triphenyl-phosphinepalladium(II) (50 mg). The solution was heated to reflux for 5 hours at which time a dark gray precipitate formed. The reaction mixture was cooled to room temperature and diluted with an ether-tetrahydrofuran mixture (1:1). This mixture was washed with a 10% solution of potassium fluoride, dried (Na2... Reactants: FC=1C=C(C=CC1)[C@@H]1COC2=CC(=CC=C2[C@@H]1C1=CC=C(C=C1)OCCN1CCCC1)OC ((±)-cis-3-(3-fluorophenyl)-7-methoxy-4-(4-(2-pyrrolidinoethoxy)phenyl)chromane), Cl.N1=CC=CC=C1 (pyridine hydrochloride). Product: FC=1C=C(C=CC1)[C@@H]1COC2=CC(=CC=C2[C@@H]1C1=CC=C(C=C1)OCCN1CCCC1)O ((±)-cis-3-(3-Fluorophenyl)-7-hydroxy-4-(4-(2-pyrrolidinoethoxy)phenyl)chromane). As a reaction SMILES: [F:1][C:2]1[CH:3]=[C:4]([C@H:8]2[C@@H:17]([C:18]3[CH:23]=[CH:22][C:21]([O:24][CH2:25][CH2:26][N:27]4[CH2:31][CH2:30][CH2:29][CH2:28]4)=[CH:20][CH:19]=3)[C:16]3[C:11](=[CH:12][C:13]([O:32]C)=[CH:14][CH:15]=3)[O:10][CH2:9]2)[CH:5]=[CH:6][CH:7]=1.Cl.N1C=CC=CC=1>>[F:1][C:2]1[CH:3]=[C:4]([C@H:8]2[C@@H:17]([C:18]3[CH:23]=[CH:22][C:21]([O:24][CH2:25][CH2:26][N:27]4[CH2:28][CH2:29][CH2:30][CH2:31]4)=[CH:20][CH:19]=3)[C:16]3[C:11](=[CH:12][C:13]([OH:32])=[CH:14][CH:15]=3)[O:10][CH2:9]2)[CH:5]=[CH:6][CH:7]=1 |f:1.2|. Procedure details: In an manner analogous to that described in step 5 for Example 10, (±)-cis-3-(3-fluorophenyl)-7-methoxy-4-(4-(2-pyrrolidinoethoxy)phenyl)chromane (0.224 g, 0.50 mmol) was de-methylated by heating with pyridine hydrochloride to give the title compound as an off-white solid. The reactants are COC=1C=C(C2=CC=CC=C2C1OC)C(=O)O (3,4-dimethoxy-1-naphthalenecarboxylic acid). Reagents/catalysts: [Pd] (Pd/C). Solvent: CC(=O)O (HOAc). Reaction conditions: time 14 hour. Yields the product COC=1C=C(C=2CCCCC2C1OC)C(=O)O (3,4-Dimethoxy-5,6,7,8-tetrahydro-1-naphthalenecarboxylic acid). Yield: 92.6%. Reaction SMILES: [CH3:1][O:2][C:3]1[CH:4]=[C:5]([C:15]([OH:17])=[O:16])[C:6]2[C:11]([C:12]=1[O:13][CH3:14])=[CH:10][CH:9]=[CH:8][CH:7]=2>CC(O)=O.[Pd]>[CH3:1][O:2][C:3]1[CH:4]=[C:5]([C:15]([OH:17])=[O:16])[C:6]2[CH2:7][CH2:8][CH2:9][CH2:10][C:11]=2[C:12]=1[O:13][CH3:14]. Reported procedure: A mixture of 3,4-dimethoxy-1-naphthalenecarboxylic acid (2.34 g, 10.1 mmol) and 10% Pd/C (0.56 g) in HOAc (50 mL) was hydrogenated on Parr apparatus at 60° C. and 50 psi for 14 h. After filtration through diatomaceous earth, the solvent was removed in vacuo and water was added. The solid was collected by filtration and washed with water to yield the title compound as a yellow solid (2.21 g, 93%). 1H NMR (DMSO-d6) δ 12.69 (s, 1H), 7.30 (s, 1H), 3.79 (s, 3H), 3.73 (s, 3H), 2.91 (s, 2H), 2.65 (s, 2...